From a dataset of the Open Reaction Database (ORD), a public repository of structured organic reaction records. describe an organic reaction: reactants, conditions, products, and yield The reactants are S(O)(O)(=O)=O (sulphuric acid), [N+](=O)([O-])C=1C=C(C=CC1)S(=O)(=O)[O-].[Na+] (sodium 3-nitro-benzenesulfonate), [OH-].[NH4+] (ammonium hydroxide), ClC1=CC(=C(N)C=C1)F (4-chloro-2-fluoroaniline). Solvent: O (water), OCC(O)CO (glycerol), O (water). Reaction conditions: temperature 110 celsius. Yields the product ClC=1C=C2C=CC=NC2=C(C1)F (6-Chloro-8-fluoroquinoline). As a reaction SMILES: S(=O)(=O)(O)O.[N+]([C:9]1[CH:10]=C(S([O-])(=O)=O)C=C[CH:14]=1)([O-])=O.[Na+].[Cl:20][C:21]1[CH:27]=[CH:26][C:24]([NH2:25])=[C:23]([F:28])[CH:22]=1.[OH-].[NH4+]>O.OCC(CO)O>[Cl:20][C:21]1[CH:27]=[C:26]2[C:24](=[C:23]([F:28])[CH:22]=1)[N:25]=[CH:10][CH:9]=[CH:14]2 |f:1.2,4.5|. Reported procedure: A solution of concentrated sulphuric acid (16 ml, 300 mmol) in water (12 ml) was treated with sodium 3-nitro-benzenesulfonate (commercially available, for example, from Aldrich) (11.3 g, 50 mmol) and glycerol (commercially available, for example, from Fisher and/or Aldrich) (12 ml, 160 mmol) to give a suspension. This was heated to 110° C. with stirring, and 4-chloro-2-fluoroaniline (commercially available, for example, from Aldrich) (5.6 ml, 50 mmol) was added. The reaction was heated to 140° C... Run in CN(C=O)C (dimethylformamide). Reported procedure: 2.0 g of 4,5-dihydro-3-methyl-1,4-benzoxazepin-5-one was dissolved in 120 ml of dimethylformamide, then 548 mg (1.2 equivalents) of 60% sodium hydride was added under ice cooling. This was agitated at room temperature for 1 hour, then 4.1 ml (3 equivalents) of 1,4-dibromobutane was added and the resultant mixture was agitated for 3 hours. Run at time 1 hour. The reactants are resultant mixture, CC1=COC2=C(C(N1)=O)C=CC=C2 (4,5-dihydro-3-methyl-1,4-benzoxazepin-5-one), BrCCCCBr (1,4-dibromobutane), [H-].[Na+] (sodium hydride). As a reaction SMILES: [CH3:1][C:2]1[NH:8][C:7](=[O:9])[C:6]2[CH:10]=[CH:11][CH:12]=[CH:13][C:5]=2[O:4][CH:3]=1.[H-].[Na+].[Br:16][CH2:17][CH2:18][CH2:19][CH2:20]Br>CN(C)C=O>[Br:16][CH2:17][CH2:18][CH2:19][CH2:20][N:8]1[C:7](=[O:9])[C:6]2[CH:10]=[CH:11][CH:12]=[CH:13][C:5]=2[O:4][CH:3]=[C:2]1[CH3:1] |f:1.2|. Yields the product BrCCCCN1C(=COC2=C(C1=O)C=CC=C2)C (4-(4-bromobutyl)-4,5-dihydro-3-methyl-1,4-benzoxazepin-5-one). The reactants are COC1=CC=C(C=C2C(CCCC2)=O)C=C1 (2-(4-methoxybenzylidene)cyclohexanone), C(\C=C/C(=O)OCC)(=O)OCC (diethyl maleate). Reagents/catalysts: [C].[Pd] (palladium carbon). Run in C1(=CC=CC=C1)C (toluene). Run at temperature 180 celsius, time 6 hour. Product: COC1=CC=C(CC2=C(C=CC=C2)O)C=C1 (2-(4-methoxybenzyl)phenol). Yield: 62.1%. Reaction SMILES: [CH3:1][O:2][C:3]1[CH:16]=[CH:15][C:6]([CH:7]=[C:8]2[CH2:13][CH2:12][CH2:11][CH2:10][C:9]2=[O:14])=[CH:5][CH:4]=1.C(OCC)(=O)/C=C\C(OCC)=O>[C].[Pd].C1(C)C=CC=CC=1>[CH3:1][O:2][C:3]1[CH:16]=[CH:15][C:6]([CH2:7][C:8]2[CH:13]=[CH:12][CH:11]=[CH:10][C:9]=2[OH:14])=[CH:5][CH:4]=1 |f:2.3|. Reported procedure: In a 100-ml, four-necked flask equipped with a mechanical stirrer, a reflux condenser and a thermometer were placed 21.6 g (0.1 mole) of the 2-(4-methoxybenzylidene)cyclohexanone produced in Example 8 and 51.7 g (0.3 mole) of diethyl maleate in this order. The flask inside was purged with nitrogen. Thereto was added 2.2 g (10 wt. %, 1.0 mmole as palladium) of 5% palladium carbon (a product of Wako Pure Chemical Industries, Ltd.). The mixture was stirred at 180° C. for 6 hours and cooled to room ... Starting materials: C1CCNCC1, Cc1c(C(=O)N2CCOCC2)c[nH]c1C=O, CCO, O=C1Cc2c(ncnc2Nc2ccc(F)c(Cl)c2)N1. The product is Cc1c(C(=O)N2CCOCC2)c[nH]c1C=C1C(=O)Nc2ncnc(Nc3ccc(F)c(Cl)c3)c21. Reaction SMILES: [CH2:36]1[CH2:37][CH2:38][NH:39][CH2:40][CH2:41]1.[CH3:20][c:21]1[c:22]([CH:34]=[O:35])[nH:23][cH:24][c:25]1[C:26](=[O:27])[N:28]1[CH2:29][CH2:30][O:31][CH2:32][CH2:33]1.[CH3:42][CH2:43][OH:44].[Cl:1][c:2]1[cH:3][c:4]([NH:9][c:10]2[c:11]3[c:12]([n:13][cH:14][n:15]2)[NH:16][C:17](=[O:19])[CH2:18]3)[cH:5][cH:6][c:7]1[F:8]>>[Cl:1][c:2]1[cH:3][c:4]([NH:9][c:10]2[c:11]3[c:12]([n:13][cH:14][n:15]2)[NH:16][C:17](=[O:19])[C:18]3=[CH:34][c:22]2[c:21]([CH3:20])[c:25]([C:26](=[O:27])[N:28]3[CH2:29][CH2:30][O:31][CH2:32][CH2:33]3)[cH:24][nH:23]2)[cH:5][cH:6][c:7]1[F:8]. Reactants: CC(C)(CO)NCc1ccccc1, CN(C)C=O, NC(=O)c1ccc(Cl)nc1, [H-], [Na+]. The product is CC(C)(COc1ccc(C(N)=O)cn1)NCc1ccccc1. RXN SMILES: [CH2:1]([c:2]1[cH:3][cH:4][cH:5][cH:6][cH:7]1)[NH:8][C:9]([CH2:10][OH:11])([CH3:12])[CH3:13].[CH3:26][N:27]([CH3:28])[CH:29]=[O:30].[Cl:16][c:17]1[n:18][cH:19][c:20]([C:21](=[O:22])[NH2:23])[cH:24][cH:25]1.[H-:14].[Na+:15]>>[CH2:1]([c:2]1[cH:3][cH:4][cH:5][cH:6][cH:7]1)[NH:8][C:9]([CH2:10][O:11][c:17]1[n:18][cH:19][c:20]([C:21](=[O:22])[NH2:23])[cH:24][cH:25]1)([CH3:12])[CH3:13]. Reactants: solution, [H-].[H-].[H-].[H-].[Li+].[Al+3] (LAH), CC(C(=O)OCC)(C)N1CCCC1 (Ethyl 2-methyl-2-pyrrolidin-1-ylpropanoate), CO (methanol). The solvent is C1CCOC1 (THF), C1CCOC1 (THF), O (water). Reaction conditions: temperature 50 celsius, time 18 hour. The product is CC(CO)(C)N1CCCC1 (2-Methyl-2-pyrrolidin-1-ylpropan-1-ol). Isolated yield 62.1%. As a reaction SMILES: [CH3:1][C:2]([N:9]1[CH2:13][CH2:12][CH2:11][CH2:10]1)([CH3:8])[C:3](OCC)=[O:4].[H-].[H-].[H-].[H-].[Li+].[Al+3].CO>C1COCC1.O>[CH3:1][C:2]([N:9]1[CH2:13][CH2:12][CH2:11][CH2:10]1)([CH3:8])[CH2:3][OH:4] |f:1.2.3.4.5.6|. Reported procedure: Ethyl 2-methyl-2-pyrrolidin-1-ylpropanoate (0.6162 g, 3.3308 mmol) was taken up in dry THF (5 mL). A 1M solution of LAH in THF (3.7 mL, 3.6639 mmol) was added drop wise. The reaction was warmed to 50° C. and stirred for 18 h. Cooleed to 0° C. in an ice bath and methanol (5 mL) was added slowly. The reaction was diluted with water (50 mL) and extracted with Et2O (2×50 mL). The organics were concentrated by blowing a slow stream of N2 over the flask to give 0.3578 g (2.0682 mmol, 62%) of the produ...